Dataset: the Open Reaction Database (ORD), a public repository of structured organic reaction records. Task: describe an organic reaction: reactants, conditions, products, and yield The reactants are COc1ccc(C(=O)CCC(=O)O)c(Cl)c1Cl, Cl, O, [Zn]. The product is COc1ccc(CCCC(=O)O)c(Cl)c1Cl. Reaction SMILES: [Cl:1][c:2]1[c:3]([C:4](=[O:5])[CH2:6][CH2:7][C:8](=[O:9])[OH:10])[cH:11][cH:12][c:13]([O:16][CH3:17])[c:14]1[Cl:15].[ClH:18].[OH2:19].[Zn:20]>>[Cl:1][c:2]1[c:3]([CH2:4][CH2:6][CH2:7][C:8](=[O:9])[OH:10])[cH:11][cH:12][c:13]([O:16][CH3:17])[c:14]1[Cl:15]. Reactants: ClC=1C=C(C=C(C1)Cl)C1(CC(=NO1)C=1C=C(N)C=CC1)C(F)(F)F (3-[5-(3,5-dichlorophenyl)-5-trifluoromethyl-4,5-dihydroisoxazol-3-yl]aniline), N(=O)[O-].[Na+] (sodium nitrite), Cl (hydrochloric acid), [Sn](Cl)Cl (tin(II) chloride), Cl (hydrochloric acid), [OH-].[Na+] (sodium hydroxide). Solvent: O1CCOCC1 (1,4-dioxane), O (water). Run at temperature 0 celsius, time 20 minute. The product is ClC=1C=C(C=C(C1)Cl)C1(CC(=NO1)C=1C=C(C=CC1)NN)C(F)(F)F (3-[5-(3,5-dichlorophenyl)-5-trifluoromethyl-4,5-dihydroisoxazol-3-yl]phenylhydrazine). Isolated yield 96.2%. As a reaction SMILES: [Cl:1][C:2]1[CH:3]=[C:4]([C:9]2([C:21]([F:24])([F:23])[F:22])[O:13][N:12]=[C:11]([C:14]3[CH:15]=[C:16]([CH:18]=[CH:19][CH:20]=3)[NH2:17])[CH2:10]2)[CH:5]=[C:6]([Cl:8])[CH:7]=1.Cl.[N:26]([O-])=O.[Na+].[Sn](Cl)Cl.[OH-].[Na+]>O1CCOCC1.O>[Cl:1][C:2]1[CH:3]=[C:4]([C:9]2([C:21]([F:22])([F:24])[F:23])[O:13][N:12]=[C:11]([C:14]3[CH:15]=[C:16]([NH:17][NH2:26])[CH:18]=[CH:19][CH:20]=3)[CH2:10]2)[CH:5]=[C:6]([Cl:8])[CH:7]=1 |f:2.3,5.6|. Reported procedure: In 1,4-dioxane (4 mL), 3-[5-(3,5-dichlorophenyl)-5-trifluoromethyl-4,5-dihydroisoxazol-3-yl]aniline (1.0 g) was dissolved, and thereto was added a concentrated hydrochloric acid (7 mL) at room temperature. After stirring at the same temperature for 20 minutes, this solution was cooled to 0° C., and thereto was added a solution of sodium nitrite (184 mg) in water (4 mL), and the mixture was stirred at the same temperature for 15 minutes. To this reaction solution was added dropwise a solution of ... Reactants: IC=1C=C(C=CC1)C=1N=C2C(=NC1)N(C=C2C(C(C)(C)C)=O)COCC[Si](C)(C)C (1-[2-(3-iodo-phenyl)-5-(2-trimethylsilanyl-ethoxymethyl)-5H-pyrrolo[2,3-b]pyrazin-7-yl]-2,2-dimethyl-propan-1-one), Cl.FC(C1=NN=C2N1CCNC2)(F)F (3-trifluoromethyl-5,6,7,8-tetrahydro-[1,2,4]triazolo[4,3-a]pyrazine hydrochloride), CC(C)([O-])C.[Na+] (sodium t-butoxide). The reagents and catalysts are C=1C=CC(=CC1)[P](C=2C=CC=CC2)(C=3C=CC=CC3)[Pd]([P](C=4C=CC=CC4)(C=5C=CC=CC5)C=6C=CC=CC6)([P](C=7C=CC=CC7)(C=8C=CC=CC8)C=9C=CC=CC9)[P](C=1C=CC=CC1)(C=1C=CC=CC1)C=1C=CC=CC1 (Pd(PPh3)4). Run in C1(=CC=CC=C1)C (toluene). Run at temperature 90 celsius. Product: CC(C(=O)C1=CNC2=NC=C(N=C21)C2=CC(=CC=C2)N2CC=1N(CC2)C(=NN1)C(F)(F)F)(C)C (2,2-Dimethyl-1-{2-[3-(3-trifluoromethyl-5,6-dihydro-8H-[1,2,4]triazolo[4,3-a]pyrazin-7-yl)-phenyl]-5H-pyrrolo[2,3-b]pyrazin-7-yl}-propan-1-one). Yield: 33.3%. RXN SMILES: I[C:2]1[CH:3]=[C:4]([C:8]2[N:9]=[C:10]3[C:16]([C:17](=[O:22])[C:18]([CH3:21])([CH3:20])[CH3:19])=[CH:15][N:14](COCC[Si](C)(C)C)[C:11]3=[N:12][CH:13]=2)[CH:5]=[CH:6][CH:7]=1.Cl.[F:32][C:33]([F:44])([F:43])[C:34]1[N:38]2[CH2:39][CH2:40][NH:41][CH2:42][C:37]2=[N:36][N:35]=1.CC(C)([O-])C.[Na+]>C1(C)C=CC=CC=1.C1C=CC([P]([Pd]([P](C2C=CC=CC=2)(C2C=CC=CC=2)C2C=CC=CC=2)([P](C2C=CC=CC=2)(C2C=CC=CC=2)C2C=CC=CC=2)[P](C2C=CC=CC=2)(C2C=CC=CC=2)C2C=CC=CC=2)(C2C=CC=CC=2)C2C=CC=CC=2)=CC=1>[CH3:19][C:18]([CH3:20])([CH3:21])[C:17]([C:16]1[C:10]2[C:11](=[N:12][CH:13]=[C:8]([C:4]3[CH:5]=[CH:6][CH:7]=[C:2]([N:41]4[CH2:40][CH2:39][N:38]5[C:34]([C:33]([F:44])([F:32])[F:43])=[N:35][N:36]=[C:37]5[CH2:42]4)[CH:3]=3)[N:9]=2)[NH:14][CH:15]=1)=[O:22] |f:1.2,3.4,^1:61,63,82,101|. Procedure: A mixture of 1-[2-(3-iodo-phenyl)-5-(2-trimethylsilanyl-ethoxymethyl)-5H-pyrrolo[2,3-b]pyrazin-7-yl]-2,2-dimethyl-propan-1-one (0.083 g, 0.16 mmol), 3-trifluoromethyl-5,6,7,8-tetrahydro-[1,2,4]triazolo[4,3-a]pyrazine hydrochloride (0.05 g, 0.24 mmol), Pd(PPh3)4 (0.023 g, 0.02 mmol) and sodium t-butoxide (0.046 g, 0.48 mmol) in toluene (2 mL) were heated under an argon atmosphere in a microwave oven at 90° C. for 1 h. After cooling to room temperature, the reaction mixture was directly purified b... Starting materials: ClC=1N=C(C2=C(N1)C(=NC=N2)Cl)N2CCCCC2 (2,8-dichloro-4-piperidino-pyrimido [5,4-d]-pyrimidine). Run in C1CCCCC1.C(C)(=O)OCC (cyclohexane ethyl acetate). Yields the product ClC=1N=C(C2=C(N1)C(=NC=N2)Cl)N2CC1=CC=CC=C1CC2 (2,8-dichloro-4-(1,2,3,4-tetrahydro-isoquinolin-2-yl)-pyrimido [5,4-d]pyrimidine). As a reaction SMILES: [Cl:1][C:2]1[N:3]=[C:4]([N:13]2[CH2:18][CH2:17][CH2:16][CH2:15][CH2:14]2)[C:5]2[N:11]=[CH:10][N:9]=[C:8]([Cl:12])[C:6]=2[N:7]=1>C1CCCCC1.C(OCC)(=O)C>[Cl:1][C:2]1[N:3]=[C:4]([N:13]2[CH2:18][CH2:17][C:16]3[C:15](=[CH:4][CH:5]=[CH:6][CH:8]=3)[CH2:14]2)[C:5]2[N:11]=[CH:10][N:9]=[C:8]([Cl:12])[C:6]=2[N:7]=1 |f:1.2|. Reported procedure: 2,8-dichloro-4-piperidino-pyrimido [5,4-d]-pyrimidine Rf value: 0.66 (silica gel; cyclohexane/ethyl acetate=2:1) The reactants are BrN1C(CCC1=O)=O (N-bromo succinimide), COC(CC1=CC=C(C=C1)C#CC1=C(C(=C(C(=C1)C(C)(C)C)OC(C)C)CO)C)=O ([4-(5-tert-butyl-3-hydroxymethyl-4-isopropoxy-2-methyl-phenylethynyl)-phenyl]-acetic acid methyl ester), COC(CC1=CC=C(C=C1)C#CC1=C(C(=C(C(=C1)C(C)(C)C)OC(C)C)CO)C)=O ([4-(5-tert-butyl-3-hydroxymethyl-4-isopropoxy-2-methyl-phenylethynyl)-phenyl]-acetic acid methyl ester), C1(=CC=CC=C1)P(C1=CC=CC=C1)C1=CC=CC=C1 (triphenylphosphine). The solvent is ClCCl (dichloromethane). Conditions: time 8 hour. Yields the product COC(CC1=CC=C(C=C1)C#CC1=C(C(=C(C(=C1)C(C)(C)C)OC(C)C)CBr)C)=O ([4-(3-Bromomethyl-5-tert-butyl-4-isopropoxy-2-methyl-phenylethynyl)-phenyl]-acetic acid methyl ester). Isolated yield 68.8%. RXN SMILES: [CH3:1][O:2][C:3](=[O:30])[CH2:4][C:5]1[CH:10]=[CH:9][C:8]([C:11]#[C:12][C:13]2[CH:18]=[C:17]([C:19]([CH3:22])([CH3:21])[CH3:20])[C:16]([O:23][CH:24]([CH3:26])[CH3:25])=[C:15]([CH2:27]O)[C:14]=2[CH3:29])=[CH:7][CH:6]=1.C1(P(C2C=CC=CC=2)C2C=CC=CC=2)C=CC=CC=1.[Br:50]N1C(=O)CCC1=O>ClCCl>[CH3:1][O:2][C:3](=[O:30])[CH2:4][C:5]1[CH:10]=[CH:9][C:8]([C:11]#[C:12][C:13]2[CH:18]=[C:17]([C:19]([CH3:22])([CH3:21])[CH3:20])[C:16]([O:23][CH:24]([CH3:26])[CH3:25])=[C:15]([CH2:27][Br:50])[C:14]=2[CH3:29])=[CH:7][CH:6]=1. Reported procedure: A stirred, cooled (ice bath) solution of [4-(5-tert-butyl-3-hydroxymethyl-4-isopropoxy-2-methyl-phenylethynyl)-phenyl]-acetic acid methyl ester (Intermediate 147, 0.15 g, 0.37 mmol) and triphenylphosphine (0.125 g, 0.48 mmol) in anhydrous dichloromethane (5 mL) was treated with N-bromo succinimide (0.085 g, 0.48 mmol) under argon and the resulting reaction mixture was allowed to warm to ambient temperature and stirred overnight. The reaction mixture was quenched with dilute, aqueous sodium bicar... Starting materials: C(#N)C1=CC(=C(C=C1)[C@H]1NC(N(C(=C1C#N)C)C1=CC(=CC=C1)C(F)(F)F)=O)S(=O)(=O)C ((4S)-4-[4-cyano-2-(methylsulfonyl)phenyl]-6-methyl-2-oxo-1-[3-(trifluoromethyl)phenyl]-1,2,3,4-tetrahydropyrimidine-5-carbonitrile), [H-].[Na+] (sodium hydride), C1(CC1)S(=O)(=O)Cl (cyclopropylsulfonyl chloride). The product is C(#N)C1=CC(=C(C=C1)[C@H]1N(C(N(C(=C1C#N)C)C1=CC(=CC=C1)C(F)(F)F)=O)S(=O)(=O)C1CC1)S(=O)(=O)C ((4S)-4-[4-Cyano-2-(methylsulfonyl)phenyl]-6-methyl-3-(cyclopropylsulfonyl)-2-oxo-1-[3-(trifluoromethyl)phenyl]-1,2,3,4-tetrahydropyrimidine-5-carbonitrile). The yield is 46.5%. Reaction SMILES: [C:1]([C:3]1[CH:8]=[CH:7][C:6]([C@@H:9]2[C:14]([C:15]#[N:16])=[C:13]([CH3:17])[N:12]([C:18]3[CH:23]=[CH:22][CH:21]=[C:20]([C:24]([F:27])([F:26])[F:25])[CH:19]=3)[C:11](=[O:28])[NH:10]2)=[C:5]([S:29]([CH3:32])(=[O:31])=[O:30])[CH:4]=1)#[N:2].[H-].[Na+].[CH:35]1([S:38](Cl)(=[O:40])=[O:39])[CH2:37][CH2:36]1>>[C:1]([C:3]1[CH:8]=[CH:7][C:6]([C@@H:9]2[C:14]([C:15]#[N:16])=[C:13]([CH3:17])[N:12]([C:18]3[CH:23]=[CH:22][CH:21]=[C:20]([C:24]([F:27])([F:26])[F:25])[CH:19]=3)[C:11](=[O:28])[N:10]2[S:38]([CH:35]2[CH2:37][CH2:36]2)(=[O:40])=[O:39])=[C:5]([S:29]([CH3:32])(=[O:31])=[O:30])[CH:4]=1)#[N:2] |f:1.2|. Procedure details: Analogously to the preparation of Example 27, (4S)-4-[4-cyano-2-(methylsulfonyl)phenyl]-6-methyl-2-oxo-1-[3-(trifluoromethyl)phenyl]-1,2,3,4-tetrahydropyrimidine-5-carbonitrile (100 mg, 217 μmol; Example 6), sodium hydride (60%, 11.2 mg, 282 μmol) and cyclopropylsulfonyl chloride (39.7 mg, 282 μmol) were reacted with one another for 16 h. This gave the title compound as a colorless solid (57 mg, 47% of theory). Reactants: 94g, C1(=CC=CC=C1)O (phenol), 81g, C=O (formalin), 126g, S(=O)([O-])[O-].[Na+].[Na+] (sodium sulfite), 300g. Solvent: O (water), O (water). Reaction conditions: time 5 hour. Yields the product OC(C1=CC=CC=C1)S(=O)(=O)[O-].[Na+] (sodium hydroxybenzylsulfonate). As a reaction SMILES: [C:1]1(O)[CH:6]=[CH:5][CH:4]=[CH:3][CH:2]=1.[CH2:8]=[O:9].[S:10]([O-:13])([O-:12])=[O:11].[Na+:14].[Na+]>O>[OH:9][CH:8]([S:10]([O-:13])(=[O:12])=[O:11])[C:1]1[CH:6]=[CH:5][CH:4]=[CH:3][CH:2]=1.[Na+:14] |f:2.3.4,6.7|. Reported procedure: No. 1 A one-liter three necked flask provided with a stirrer and a reflux condenser was charged with 94g of phenol, 81g of 37% formalin, 126g of sodium sulfite and 300g of water. Reaction was conducted for 5 hours under heating by a boiling water bath to obtain a water solution of sodium hydroxybenzylsulfonate. The concentration of the solution thus obtained was about 40% by weight, and the pH value thereof was 11.5. This solution was used as a water-reducing additive designated as A. The reactants are crude product, O[C@H]1[C@@H]([C@H](NC=2C=3N(C=CC12)C(=C(N3)C)C)C3=CC=CC=C3)O ((7R,8R,9R)-7,8-dihydroxy-2,3-dimethyl-9-phenyl-7,8,9,10-tetrahydroimidazo[1,2-h][1,7]naphthyridine), COCCOCCO (2-(2-methoxyethoxy)ethanol). Yields the product O[C@@H]1[C@H](NC=2C=3N(C=CC2[C@@H]1OCCOCCOC)C(=C(N3)C)C)C3=CC=CC=C3 ((7S,8R,9R)-8-Hydroxy-7-[2-(2-methoxyethoxy)ethoxy]-2,3-dimethyl-9-phenyl-7,8,9,10-tetrahydroimidazo[1,2-h][1,7]naphthyridine). As a reaction SMILES: [OH:1][C@@H:2]1[C:11]2[CH:10]=[CH:9][N:8]3[C:12]([CH3:16])=[C:13]([CH3:15])[N:14]=[C:7]3[C:6]=2[NH:5][C@H:4]([C:17]2[CH:22]=[CH:21][CH:20]=[CH:19][CH:18]=2)[C@H:3]1[OH:23].[CH3:24][O:25][CH2:26][CH2:27][O:28][CH2:29][CH2:30]O>>[OH:23][C@H:3]1[C@@H:2]([O:1][CH2:30][CH2:29][O:28][CH2:27][CH2:26][O:25][CH3:24])[C:11]2[CH:10]=[CH:9][N:8]3[C:12]([CH3:16])=[C:13]([CH3:15])[N:14]=[C:7]3[C:6]=2[NH:5][C@@H:4]1[C:17]1[CH:18]=[CH:19][CH:20]=[CH:21][CH:22]=1. Procedure: 350 mg of the title compound are obtained by column chromatographic purification on silica gel (eluent: diethyl ether/2-propanol=10/1) of the crude product from the above reaction of (7R,8R,9R)-7,8-dihydroxy-2,3-dimethyl-9-phenyl-7,8,9,10-tetrahydroimidazo[1,2-h][1,7]naphthyridine with 2-(2-methoxyethoxy)ethanol. 1H-NMR (200 MHz, DMSO): δ=2.26 (s, 3H), 2.33 (s, 3H), 3.23 (s, 3H), 3.39–4.01 (m, 8H), 3.59–3.69 (m, 2H), 4.25–4.26 (d, 1H), 4.45–4.50 (m, 1H), 4.64–4.68 (d, 1 OH), 5.94–5.95 (d, 1 NH),... The reactants are Cl.C12COCC(CNC1)C2=O (3-oxa-7-aza-bicyclo[3.3.1]nonan-9-one hydrochloride), C(=O)([O-])[O-].[Na+].[Na+] (Na2CO3), ClC(=O)OCC1=CC=CC=C1 (benzyl chloroformate). Yields the product C(C1=CC=CC=C1)OC(=O)N1CC2COCC(C1)C2=O (9-Oxo-3-oxa-7-aza-bicyclo[3.3.1]nonane-7-carboxylic acid benzyl ester). Isolated yield 77.0%. Reaction conditions: temperature 0 celsius, time 1 hour. Run in CCOC(=O)C (EtOAc). As a reaction SMILES: Cl.[CH:2]12[C:10](=[O:11])[CH:6]([CH2:7][NH:8][CH2:9]1)[CH2:5][O:4][CH2:3]2.C([O-])([O-])=O.[Na+].[Na+].Cl[C:19]([O:21][CH2:22][C:23]1[CH:28]=[CH:27][CH:26]=[CH:25][CH:24]=1)=[O:20]>CCOC(C)=O>[CH2:22]([O:21][C:19]([N:8]1[CH2:7][CH:6]2[C:10](=[O:11])[CH:2]([CH2:3][O:4][CH2:5]2)[CH2:9]1)=[O:20])[C:23]1[CH:28]=[CH:27][CH:26]=[CH:25][CH:24]=1 |f:0.1,2.3.4|. Procedure details: To a stirred mixture of 3-oxa-7-aza-bicyclo[3.3.1]nonan-9-one hydrochloride [CAS #1228600-54-1] (4.80 g, 27 mmol), EtOAc (105 ml) and saturated aqueous Na2CO3 (105 ml) was added benzyl chloroformate (4.60 ml, 32.4 ml) at 0° C. The reaction mixture was stirred for 1 h at 0° C. and then extracted with EtOAc (2×). The organic phases were washed with brine, dried over Na2SO4, filtered and evaporated to dryness. Purification of the residue by normal phase column chromatography, eluting with heptane-E...